This data is from the Open Reaction Database (ORD), a public repository of structured organic reaction records. The task is: describe an organic reaction: reactants, conditions, products, and yield Reactants: Clc1nc2ccccc2s1, Nc1ccc(OC(F)(F)F)cc1. Yields the product FC(F)(F)Oc1ccc(Nc2nc3ccccc3s2)cc1. Reaction SMILES: [Cl:1][c:2]1[s:3][c:4]2[c:5]([n:6]1)[cH:7][cH:8][cH:9][cH:10]2.[F:11][C:12]([O:13][c:14]1[cH:15][cH:16][c:17]([NH2:18])[cH:19][cH:20]1)([F:21])[F:22]>>[c:2]1([NH:18][c:17]2[cH:16][cH:15][c:14]([O:13][C:12]([F:11])([F:21])[F:22])[cH:20][cH:19]2)[s:3][c:4]2[c:5]([n:6]1)[cH:7][cH:8][cH:9][cH:10]2. The reactants are CN1C(=NC(=CC1=O)N1CCOCC1)CC(=O)[O-].[Na+] (sodium [1-methyl-4-(morpholin-4-yl)-6-oxo-1,6-dihydropyrimidin-2-yl]acetate), FC1=C(C=C(N)C=C1)OC (4-fluoro-3-methoxyaniline), Cl.CN(CCCN=C=NCC)C (N-[3-(dimethylamino)propyl]-N′-ethylcarbodiimide hydrochloride), C(Cl)Cl.CO (CH2Cl2 MeOH). Run in N1=CC=CC=C1 (pyridine), CN(C=O)C (N,N-dimethylformamide). Product: FC1=C(C=C(C=C1)NC(CC=1N(C(C=C(N1)N1CCOCC1)=O)C)=O)OC (N-(4-fluoro-3-methoxyphenyl)-2-[1-methyl-4-(morpholin-4-yl)-6-oxo-1,6-dihydropyrimidin-2-yl]acetamide). The yield is 15.4%. Reaction SMILES: [CH3:1][N:2]1[C:7](=[O:8])[CH:6]=[C:5]([N:9]2[CH2:14][CH2:13][O:12][CH2:11][CH2:10]2)[N:4]=[C:3]1[CH2:15][C:16]([O-:18])=O.[Na+].[F:20][C:21]1[CH:27]=[CH:26][C:24]([NH2:25])=[CH:23][C:22]=1[O:28][CH3:29].Cl.CN(C)CCCN=C=NCC.C(Cl)Cl.CO>N1C=CC=CC=1.CN(C)C=O>[F:20][C:21]1[CH:27]=[CH:26][C:24]([NH:25][C:16](=[O:18])[CH2:15][C:3]2[N:2]([CH3:1])[C:7](=[O:8])[CH:6]=[C:5]([N:9]3[CH2:10][CH2:11][O:12][CH2:13][CH2:14]3)[N:4]=2)=[CH:23][C:22]=1[O:28][CH3:29] |f:0.1,3.4,5.6|. Procedure: The product is prepared according to the procedure described in example 5, using 200 mg of sodium [1-methyl-4-(morpholin-4-yl)-6-oxo-1,6-dihydropyrimidin-2-yl]acetate prepared in stage 1 of example 68, 205 mg of 4-fluoro-3-methoxyaniline, and 185 mg of N-[3-(dimethylamino)propyl]-N′-ethylcarbodiimide hydrochloride in a mixture of 0.12 ml of pyridine and 3 ml of N,N-dimethylformamide. After extractions with ethyl acetate and silica column purification of the residue obtained, eluent: 95/05 then 9... Reactants: OC1CCN(CC1)C1=CC=C(C=C1)C[C@H](CC(=O)N1C[C@@H](CCC1)C1=NC2=C(N1CCCOC)C=CC=C2)NC(OC(C)(C)C)=O (tert-Butyl (R)-1-(4-(4-hydroxypiperidin-1-yl)phenyl)-4-((R)-3-(1-(3-methoxypropyl)-1H-benzo[d]imidazol-2-yl)piperidin-1-yl)-4-oxobutan-2-ylcarbamate), TEA. The solvent is C(Cl)Cl (DCM). Conditions: time 1 hour. Product: N[C@@H](CC(=O)N1C[C@@H](CCC1)C1=NC2=C(N1CCCOC)C=CC=C2)CC2=CC=C(C=C2)N2CCC(CC2)O ((R)-3-amino-4-(4-(4-hydroxypiperidin-1-yl)phenyl)-1-((R)-3-(1-(3-methoxypropyl)-1H-benzo[d]imidazol-2-yl)piperidin-1-yl)butan-1-one). The yield is 7.4%. As a reaction SMILES: [OH:1][CH:2]1[CH2:7][CH2:6][N:5]([C:8]2[CH:13]=[CH:12][C:11]([CH2:14][C@@H:15]([NH:39]C(=O)OC(C)(C)C)[CH2:16][C:17]([N:19]3[CH2:24][CH2:23][CH2:22][C@@H:21]([C:25]4[N:29]([CH2:30][CH2:31][CH2:32][O:33][CH3:34])[C:28]5[CH:35]=[CH:36][CH:37]=[CH:38][C:27]=5[N:26]=4)[CH2:20]3)=[O:18])=[CH:10][CH:9]=2)[CH2:4][CH2:3]1>C(Cl)Cl>[NH2:39][C@H:15]([CH2:14][C:11]1[CH:12]=[CH:13][C:8]([N:5]2[CH2:6][CH2:7][CH:2]([OH:1])[CH2:3][CH2:4]2)=[CH:9][CH:10]=1)[CH2:16][C:17]([N:19]1[CH2:24][CH2:23][CH2:22][C@@H:21]([C:25]2[N:29]([CH2:30][CH2:31][CH2:32][O:33][CH3:34])[C:28]3[CH:35]=[CH:36][CH:37]=[CH:38][C:27]=3[N:26]=2)[CH2:20]1)=[O:18]. Procedure details: tert-Butyl (R)-1-(4-(4-hydroxypiperidin-1-yl)phenyl)-4-((R)-3-(1-(3-methoxypropyl)-1H-benzo[d]imidazol-2-yl)piperidin-1-yl)-4-oxobutan-2-ylcarbamate (0.325 mmole, 206 mg) in DCM (10 mL) was added TEA (2 mL). The reaction solution was stirred at rt for 1 hr and then concentrated in vacuo. The residue was purified by preparative LC/MS (10-15% CH3CN in H2O) to afford (R)-3-Amino-4-(4-(4-hydroxypiperidin-1-yl)phenyl)-1-((R)-3-(1-(3-methoxypropyl)-1H-benzo[d]imidazol-2-yl)piperidin-1-yl)butan-1-one (... Reactants: BrCC1=CC=C(C=C1)C1=NOC(=C1)C(=O)N (3-(4-bromomethyl-phenyl)-isoxazole-5-carboxylic acid amide), BrCC1=CC=C(C=C1)C1=NOC(=C1)C(=O)N (3-(4-bromomethyl-phenyl)-isoxazole-5-carboxylic acid amide), CC1=C(C(=CC=C1)C)O (2,6-dimethylphenol), C(=O)([O-])[O-].[K+].[K+] (K2CO3). The solvent is CC#N (CH3CN). Reaction conditions: temperature 90 celsius. Yields the product CC1=C(OCC2=CC=C(C=C2)C2=NOC(=C2)C(=O)N)C(=CC=C1)C (3-[4-(2,6-dimethyl-phenoxymethyl)-phenyl]-isoxazole-5-carboxylic acid amide). Isolated yield 81.2%. RXN SMILES: Br[CH2:2][C:3]1[CH:8]=[CH:7][C:6]([C:9]2[CH:13]=[C:12]([C:14]([NH2:16])=[O:15])[O:11][N:10]=2)=[CH:5][CH:4]=1.[CH3:17][C:18]1[CH:23]=[CH:22][CH:21]=[C:20]([CH3:24])[C:19]=1[OH:25].C([O-])([O-])=O.[K+].[K+]>CC#N>[CH3:17][C:18]1[CH:23]=[CH:22][CH:21]=[C:20]([CH3:24])[C:19]=1[O:25][CH2:2][C:3]1[CH:8]=[CH:7][C:6]([C:9]2[CH:13]=[C:12]([C:14]([NH2:16])=[O:15])[O:11][N:10]=2)=[CH:5][CH:4]=1 |f:2.3.4|. Reported procedure: To a mixture of 3-(4-bromomethyl-phenyl)-isoxazole-5-carboxylic acid amide (which may be prepared as described in Preparation of Intermediate 14; 30 mg, 0.107 mmol) in CH3CN (2 mL) were added 2,6-dimethylphenol (22 mg, 0.18 mmol) and K2CO3 (30 mg, 0.22 mmol). The mixture was heated at 90° C. for 16 h and then evaporated to dryness. The residue was purified by chromatography (66-75% EtOAc/hexanes) to give 3-[4-(2,6-dimethyl-phenoxymethyl)-phenyl]-isoxazole-5-carboxylic acid amide (28 mg, 81%) as ... Starting materials: ClC1(C(N[C@H]([C@@H]1CCl)CC1=CC=CC=C1)=O)Cl (trans-3,3-dichloro-4-(chloromethyl)-5-(phenylmethyl)pyrrolidin-2-one), C(CCC)[SnH](CCCC)CCCC (tributyltin hydride), [F-].[K+] (KF), C(C)(=O)OCC (ethyl acetate). The reagents and catalysts are CC(C)(C#N)N=NC(C)(C)C#N (AIBN). The solvent is C1(=CC=CC=C1)C (toluene). The product is C[C@@H]1CC(N[C@H]1CC1=CC=CC=C1)=O (trans-4-methyl-5-(phenylmethyl)pyrrolidin-2-one). Isolated yield 32.1%. As a reaction SMILES: Cl[C:2]1(Cl)[C@@H:6]([CH2:7]Cl)[C@H:5]([CH2:9][C:10]2[CH:15]=[CH:14][CH:13]=[CH:12][CH:11]=2)[NH:4][C:3]1=[O:16].C([SnH](CCCC)CCCC)CCC.[F-].[K+].C(OCC)(=O)C>C1(C)C=CC=CC=1.CC(N=NC(C#N)(C)C)(C#N)C>[CH3:7][C@H:6]1[C@H:5]([CH2:9][C:10]2[CH:15]=[CH:14][CH:13]=[CH:12][CH:11]=2)[NH:4][C:3](=[O:16])[CH2:2]1 |f:2.3|. Reported procedure: A solution of the product of Example 61 (1.3 g), tributyltin hydride (3.85 g) and AIBN (16 mg) in toluene (50 mL) was refluxed for 4 hours. The reaction mixture was treated with a solution of KF (20%, 40 mL) and ethyl acetate (100 mL), filtered, concentrated and chromatographed to yield the title material (270 mg).